This data is from the Open Reaction Database (ORD), a public repository of structured organic reaction records. The task is: describe an organic reaction: reactants, conditions, products, and yield Solvent: CN(C=O)C (N,N-dimethylformamide). Conditions: temperature 0 celsius, time 15 minute. The yield is 100.0%. The reactants are [H-].[Na+] (Sodium hydride), C1(=CC=CC=C1)C1=CNC2=CC=CC=C12 (3-phenyl-1H-indole), CI (methyliodide). RXN SMILES: [H-].[Na+].[C:3]1([C:9]2[C:17]3[C:12](=[CH:13][CH:14]=[CH:15][CH:16]=3)[NH:11][CH:10]=2)[CH:8]=[CH:7][CH:6]=[CH:5][CH:4]=1.[CH3:18]I>CN(C)C=O>[CH3:18][N:11]1[C:12]2[C:17](=[CH:16][CH:15]=[CH:14][CH:13]=2)[C:9]([C:3]2[CH:4]=[CH:5][CH:6]=[CH:7][CH:8]=2)=[CH:10]1 |f:0.1|. Procedure details: Sodium hydride (60% in mineral oil, 200 mg, 5 mmol) was added at 0° C. to a solution of 3-phenyl-1H-indole (1a) (940 mg, 4.86 mmol) in N,N-dimethylformamide (20 mL) under a nitrogen atmosphere. The suspension was stirred for 15 minutes at 0° C. and methyliodide (311 μL, 5 mmol) was then added. The reaction mixture was warmed to room temperature, stirred for 6 hours and then concentrated in vacuo. The residue was partitioned between ethyl acetate (30 mL) and water (10 mL). The organic layer was w... The product is CN1C=C(C2=CC=CC=C12)C1=CC=CC=C1 (1-methyl-3-phenyl-1H-indole). Starting materials: CC(=O)Oc1cc(-c2ccccc2)n(C)c1, CO, O=C(O)CC(O)(CC(=O)O)C(=O)O. The product is Cn1cc(O)cc1-c1ccccc1. As a reaction SMILES: [C:1](=[O:2])([CH3:3])[O:4][c:5]1[cH:6][n:7]([CH3:16])[c:8](-[c:10]2[cH:11][cH:12][cH:13][cH:14][cH:15]2)[cH:9]1.[CH3:30][OH:31].[OH:17][C:18]([CH2:19][C:20]([C:21](=[O:22])[OH:23])([CH2:24][C:25](=[O:26])[OH:27])[OH:28])=[O:29]>>[OH:4][c:5]1[cH:6][n:7]([CH3:16])[c:8](-[c:10]2[cH:11][cH:12][cH:13][cH:14][cH:15]2)[cH:9]1. Starting materials: CC(C)CCCCCCCCCCCBr, CCOC(C)=O, Cl, [Mg], O=C=O, C1CCOC1. Yields the product CC(C)CCCCCCCCCCCC(=O)O. RXN SMILES: [Br:2][CH2:3][CH2:4][CH2:5][CH2:6][CH2:7][CH2:8][CH2:9][CH2:10][CH2:11][CH2:12][CH2:13][CH:14]([CH3:15])[CH3:16].[CH3:26][CH2:27][O:28][C:29](=[O:30])[CH3:31].[ClH:20].[Mg:1].[O:17]=[C:18]=[O:19].[O:21]1[CH2:22][CH2:23][CH2:24][CH2:25]1>>[CH2:3]([CH2:4][CH2:5][CH2:6][CH2:7][CH2:8][CH2:9][CH2:10][CH2:11][CH2:12][CH2:13][CH:14]([CH3:15])[CH3:16])[C:18](=[O:17])[OH:19]. Starting materials: C1(=CC=CC=C1)P(C1=CC=CC=C1)C1=CC=CC=C1 (triphenylphosphine), BrCCC(=O)O (3-bromopropionic acid). Run in C(C)#N (acetonitrile). The product is [Br-].C(=O)(O)CC[P+](C1=CC=CC=C1)(C1=CC=CC=C1)C1=CC=CC=C1 (2-carboxyethyl-triphenylphosphonium bromide). Reaction SMILES: [C:1]1([P:7]([C:14]2[CH:19]=[CH:18][CH:17]=[CH:16][CH:15]=2)[C:8]2[CH:13]=[CH:12][CH:11]=[CH:10][CH:9]=2)[CH:6]=[CH:5][CH:4]=[CH:3][CH:2]=1.[Br:20][CH2:21][CH2:22][C:23]([OH:25])=[O:24]>C(#N)C>[Br-:20].[C:23]([CH2:22][CH2:21][P+:7]([C:1]1[CH:2]=[CH:3][CH:4]=[CH:5][CH:6]=1)([C:8]1[CH:13]=[CH:12][CH:11]=[CH:10][CH:9]=1)[C:14]1[CH:15]=[CH:16][CH:17]=[CH:18][CH:19]=1)([OH:25])=[O:24] |f:3.4|. Procedure: A solution of 90 g. of triphenylphosphine and 50 g. of 3-bromopropionic acid in 550 ml. of acetonitrile was refluxed for two days. The reaction mixture was then distilled under reduced pressure to remove acetonitrile, and the residue was stirred well together with diethyl ether, and then the upper ethereal layer remoVed by decantation. The operation was repeated twice to form the crystalline product, which was recrystallised from acetonitriles, yield of the title compound: 115 g, m.p. 195°-198° ... The reactants are ClC1=NC=C(C(=N1)C1=CC=NC=C1)C1=CC(=CC=C1)C(F)(F)F (2-Chloro-4-(4-pyridyl)-5-(3-trifluoromethylphenyl)-pyrimidine), FC1=C(C=CC=C1)C(CCN)N (1-(2-fluorophenyl)-1,3-propanediamine). Yields the product ClC1=NC=C(C(=N1)C1=CC=NC=C1)C1=CC=C(C=C1)F (2-Chloro-5-(4-fluorophenyl)-4-(4-pyridyl)-pyrimidine). Reaction SMILES: [Cl:1][C:2]1[N:7]=[C:6]([C:8]2[CH:13]=[CH:12][N:11]=[CH:10][CH:9]=2)[C:5]([C:14]2[CH:19]=[CH:18][CH:17]=[C:16](C(F)(F)F)[CH:15]=2)=[CH:4][N:3]=1.[F:24]C1C=CC=CC=1C(N)CCN>>[Cl:1][C:2]1[N:7]=[C:6]([C:8]2[CH:13]=[CH:12][N:11]=[CH:10][CH:9]=2)[C:5]([C:14]2[CH:19]=[CH:18][C:17]([F:24])=[CH:16][CH:15]=2)=[CH:4][N:3]=1. Reported procedure: 2-Chloro-4-(4-pyridyl)-5-(3-trifluoromethylphenyl)-pyrimidine and 1-(2-fluorophenyl)-1,3-propanediamine were reacted according to the General Procedure, Step C (100° C. for 30 min) to give the title compound. MS (m/z): 468.4 (M+H)+; C25H21F4N5 requir. 467.5 (free base). Reactants: N[C@@H](CC1=CC=CC=C1)C(=O)O (Racemic phenylalanine), C1(=CC=C(C=C1)C(=O)Cl)C (p-toluoyl chloride). The product is CC1=CC=C(C(=O)N[C@@H](CC2=CC=CC=C2)C(=O)O)C=C1 (N-(4-methylbenzoyl)phenylalanine). As a reaction SMILES: [NH2:1][C@H:2]([C:10]([OH:12])=[O:11])[CH2:3][C:4]1[CH:9]=[CH:8][CH:7]=[CH:6][CH:5]=1.[C:13]1([CH3:22])[CH:18]=[CH:17][C:16]([C:19](Cl)=[O:20])=[CH:15][CH:14]=1>>[CH3:22][C:13]1[CH:18]=[CH:17][C:16]([C:19]([NH:1][C@H:2]([C:10]([OH:12])=[O:11])[CH2:3][C:4]2[CH:9]=[CH:8][CH:7]=[CH:6][CH:5]=2)=[O:20])=[CH:15][CH:14]=1. Reported procedure: Racemic phenylalanine and p-toluoyl chloride were processed as described in Example 26A to provide the desired product. The product is O=C(O)CC(=O)c1ccccc1. Reactants: CCOC(=O)CC(=O)c1ccccc1, [Na+], [OH-], O. Reaction SMILES: [C:3]([c:4]1[cH:5][cH:6][cH:7][cH:8][cH:9]1)(=[O:10])[CH2:11][C:12](=[O:13])[O:14][CH2:15][CH3:16].[Na+:2].[OH-:1].[OH2:17]>>[C:3]([c:4]1[cH:5][cH:6][cH:7][cH:8][cH:9]1)(=[O:10])[CH2:11][C:12](=[O:13])[OH:14].